This data is from the Open Reaction Database (ORD), a public repository of structured organic reaction records. The task is: describe an organic reaction: reactants, conditions, products, and yield The reactants are C1(=CC=CC=C1)C=1OC(=C(N1)C(=O)O)C(F)(F)F (2-phenyl-5-trifluoromethyl-oxazole-4-carboxylic acid), COC[C@@H]1N(CCC1)C1=CC=C(C=N1)N (6-((R)-2-methoxymethyl-pyrrolidin-1-yl)-pyridin-3-ylamine). The product is COC[C@@H]1N(CCC1)C1=CC=C(C=N1)NC(=O)C=1N=C(OC1C(F)(F)F)C1=CC=CC=C1 (2-phenyl-5-trifluoromethyl-oxazole-4-carboxylic acid [6-((R)-2-methoxymethyl-pyrrolidin-1-yl)-pyridin-3-yl]-amide). As a reaction SMILES: [C:1]1([C:7]2[O:8][C:9]([C:15]([F:18])([F:17])[F:16])=[C:10]([C:12]([OH:14])=O)[N:11]=2)[CH:6]=[CH:5][CH:4]=[CH:3][CH:2]=1.[CH3:19][O:20][CH2:21][C@H:22]1[CH2:26][CH2:25][CH2:24][N:23]1[C:27]1[N:32]=[CH:31][C:30]([NH2:33])=[CH:29][CH:28]=1>>[CH3:19][O:20][CH2:21][C@H:22]1[CH2:26][CH2:25][CH2:24][N:23]1[C:27]1[N:32]=[CH:31][C:30]([NH:33][C:12]([C:10]2[N:11]=[C:7]([C:1]3[CH:2]=[CH:3][CH:4]=[CH:5][CH:6]=3)[O:8][C:9]=2[C:15]([F:18])([F:17])[F:16])=[O:14])=[CH:29][CH:28]=1. Procedure: With a procedure similar to example 16 above, 2-phenyl-5-trifluoromethyl-oxazole-4-carboxylic acid [6-((R)-2-methoxymethyl-pyrrolidin-1-yl)-pyridin-3-yl]-amide was prepared from 2-phenyl-5-trifluoromethyl-oxazole-4-carboxylic acid and 6-((R)-2-methoxymethyl-pyrrolidin-1-yl)-pyridin-3-ylamine. LCMS calcd for C22H21F3N4O3 (m/e) 446, obsd 447 (M+H). The reactants are Cl, [K+], CC1(C)C(=NO)C(=O)C2(C)CC(O)C12, NN, [OH-], O, O, OCCO. Yields the product CC12CC(=NO)C(C)(C)C1C(O)C2. RXN SMILES: [ClH:20].[K+:19].[N:1]([OH:2])=[C:3]1[C:4](=[O:14])[C:5]2([CH3:13])[CH2:6][CH:7]([OH:12])[CH:8]2[C:9]1([CH3:10])[CH3:11].[NH2:16][NH2:17].[OH-:18].[OH2:15].[OH2:25].[OH:21][CH2:22][CH2:23][OH:24]>>[N:1]([OH:2])=[C:3]1[CH2:4][C:5]2([CH3:13])[CH2:6][CH:7]([OH:12])[CH:8]2[C:9]1([CH3:10])[CH3:11]. The reactants are CC1(OCC(O1)CO)C ((2,2-dimethyl-1,3-dioxolan-4-yl)methanol), C1(=CC=CC=C1)P(C1=CC=CC=C1)C1=CC=CC=C1 (triphenylphospine), N1C=NC=C1 (imidazole), II (iodine). Run in C1(=CC=CC=C1)C (toluene). Reaction conditions: temperature 90 celsius, time 3 hour. Product: ICC1OC(OC1)(C)C (4-(iodomethyl)-2,2-dimethyl-1,3-dioxolane). The yield is 86.2%. RXN SMILES: [CH3:1][C:2]1([CH3:9])[O:6][CH:5]([CH2:7]O)[CH2:4][O:3]1.C1(P(C2C=CC=CC=2)C2C=CC=CC=2)C=CC=CC=1.N1C=CN=C1.[I:34]I>C1(C)C=CC=CC=1>[I:34][CH2:7][CH:5]1[CH2:4][O:3][C:2]([CH3:9])([CH3:1])[O:6]1. Reported procedure: To a solution of (2,2-dimethyl-1,3-dioxolan-4-yl)methanol (10 g, 75.67 mmol) in dry toluene (200 mL) was added triphenylphospine (23.82 g, 90.81 mmol), imidazole (15.45 g, 227 mmol), and iodine (24.97 g, 98.36 mmol). The mixture was stirred at 90° C. for 3 h. The solvent was then removed in vacuo and the residue was dissolved in DCM (200 mL) and washed with saturated Na2S2O3 solution water and brine. The organic layer was dried over MgSO4, filtered and concentrated in vacuo. The crude compound w...